Dataset: the Open Reaction Database (ORD), a public repository of structured organic reaction records. Task: describe an organic reaction: reactants, conditions, products, and yield The reactants are ClCCl, CC(C)CS(=O)(=O)CC(CC(=O)N1CCOCC1)C(=O)O, N=C=NC1CCCCC1, CCC(N)C(O)c1noc(-c2ccccc2)n1. The product is CCC(NC(=O)C(CC(=O)N1CCOCC1)CS(=O)(=O)CC(C)C)C(O)c1noc(-c2ccccc2)n1. Reaction SMILES: [CH2:48]([Cl:49])[Cl:50].[CH3:10][CH:11]([CH2:12][S:13](=[O:14])(=[O:15])[CH2:16][CH:17]([C:18](=[O:19])[OH:20])[CH2:21][C:22](=[O:23])[N:24]1[CH2:25][CH2:26][O:27][CH2:28][CH2:29]1)[CH3:30].[CH:1]1([N:2]=[C:3]=[NH:4])[CH2:5][CH2:6][CH2:7][CH2:8][CH2:9]1.[NH2:31][CH:32]([CH:33]([OH:34])[c:35]1[n:36][o:37][c:38](-[c:40]2[cH:41][cH:42][cH:43][cH:44][cH:45]2)[n:39]1)[CH2:46][CH3:47]>>[CH3:10][CH:11]([CH2:12][S:13](=[O:14])(=[O:15])[CH2:16][CH:17]([C:18](=[O:20])[NH:31][CH:32]([CH:33]([OH:34])[c:35]1[n:36][o:37][c:38](-[c:40]2[cH:41][cH:42][cH:43][cH:44][cH:45]2)[n:39]1)[CH2:46][CH3:47])[CH2:21][C:22](=[O:23])[N:24]1[CH2:25][CH2:26][O:27][CH2:28][CH2:29]1)[CH3:30].